From a dataset of the Open Reaction Database (ORD), a public repository of structured organic reaction records. describe an organic reaction: reactants, conditions, products, and yield Reactants: BrC1=NC=CC(=C1)CC(=O)O ((2-bromo-pyridin-4-yl)-acetic acid), S(O)(O)(=O)=O (sulfuric acid), C(C)(=O)OCC (ethyl acetate), C(=O)(O)[O-].[Na+] (NaHCO3). The solvent is C(C)O (ethanol). Conditions: temperature 90 celsius. Product: C(C)OC(CC1=CC(=NC=C1)Br)=O ((2-Bromo-pyridin-4-yl)-acetic acid ethyl ester). As a reaction SMILES: [Br:1][C:2]1[CH:7]=[C:6]([CH2:8][C:9]([OH:11])=[O:10])[CH:5]=[CH:4][N:3]=1.S(=O)(=O)(O)O.C([O-])(O)=O.[Na+].[C:22](OCC)(=O)[CH3:23]>C(O)C>[CH2:22]([O:10][C:9](=[O:11])[CH2:8][C:6]1[CH:5]=[CH:4][N:3]=[C:2]([Br:1])[CH:7]=1)[CH3:23] |f:2.3|. Procedure details: To a solution of (2-bromo-pyridin-4-yl)-acetic acid (60.0 g, 277.7 mmol) in ethanol (600 ml), conc: sulfuric acid (5.0 ml) was added at rt and the reaction mixture was heated at 90° C. for 9 h. Reaction mixture was cooled to rt and concentrated under reduced pressure to remove solvent completely. The residue obtained was cooled to 0° C. and pH was adjusted to 8 using 10% aqueous NaHCO3 solution. The resultant contents were worked up with ethyl acetate by washing with water, brine and dried over ... The reactants are CCN(C(C)C)C(C)C, O=C(Cl)c1cc(F)cnc1Oc1cc(Cl)ccc1Cl, COc1ccc(Cl)c(N)c1Cl, [H-], CI, [Na+], CN(C)C=O. Product: COc1ccc(Cl)c(N(C)C(=O)c2cc(F)cnc2Oc2cc(Cl)ccc2Cl)c1Cl. Reaction SMILES: [CH2:20]([N:21]([CH:22]([CH3:23])[CH3:24])[CH:25]([CH3:26])[CH3:27])[CH3:28].[Cl:1][c:2]1[c:3]([O:4][c:5]2[c:6]([C:7](=[O:8])[Cl:9])[cH:10][c:11]([F:14])[cH:12][n:13]2)[cH:15][c:16]([Cl:19])[cH:17][cH:18]1.[Cl:29][c:30]1[c:31]([NH2:39])[c:32]([Cl:38])[cH:33][cH:34][c:35]1[O:36][CH3:37].[H-:40].[I:42][CH3:43].[Na+:41].[O:44]=[CH:45][N:46]([CH3:47])[CH3:48]>>[Cl:1][c:2]1[c:3]([O:4][c:5]2[c:6]([C:7](=[O:8])[N:39]([CH3:20])[c:31]3[c:30]([Cl:29])[c:35]([O:36][CH3:37])[cH:34][cH:33][c:32]3[Cl:38])[cH:10][c:11]([F:14])[cH:12][n:13]2)[cH:15][c:16]([Cl:19])[cH:17][cH:18]1. The reactants are N (ammonia), [OH-].[Na+] (sodium hydroxide), C(C1=CC=CC=C1)=O (benzaldehyde), COC(/C(=C(/C)\OC)/Cl)=O ((E)-2-chloro-3-methoxybut-2-enoic acid methyl ester), N (ammonia), Cl (hydrochloric acid). The solvent is O (water). Reaction conditions: time 45 minute. Yields the product C(/C1=CC=CC=C1)=C/1\C(CC(N1)=O)=O ((Z)-5-Benzylidene pyrrolidin-2,4-dione). RXN SMILES: [NH3:1].C[O:3][C:4](=O)/[C:5](/Cl)=[C:6](\[O:8]C)/[CH3:7].[OH-].[Na+].[CH:14](=O)[C:15]1[CH:20]=[CH:19][CH:18]=[CH:17][CH:16]=1.Cl>O>[CH:14](=[C:7]1/[C:6](=[O:8])[CH2:5][C:4](=[O:3])[NH:1]/1)\[C:15]1[CH:20]=[CH:19][CH:18]=[CH:17][CH:16]=1 |f:2.3|. Reported procedure: 133 g of concentrated aqueous ammonia solution was heated to 65° to 70° C. 75 g of (E)-2-chloro-3-methoxybut-2-enoic acid methyl ester was instilled for 3 hours with constant passing through of ammonia gas. The mixture was stirred another 45 minutes at this temperature, heated 30 minutes to reflux temperature and then cooled to room temperature. After the addition of 300 ml of water and 50 ml of 33 percent sodium hydroxide solution, 46.4 g of benzaldehyde was added. The mixture was heated for 6 ... The reactants are NC1=NNC=C1 (3-Aminopyrazole), BrCC(C(=O)OCC)=O (ethyl bromopyruvate). The solvent is CO (methanol). Product: N1N=CC2=C1NC(=C2)C(=O)OCC (Ethyl 1,6-dihydropyrrolo[2,3-c]pyrazole-5-carboxylate). Isolated yield 110.4%. RXN SMILES: [NH2:1][C:2]1[CH:6]=[CH:5][NH:4][N:3]=1.Br[CH2:8][C:9](=O)[C:10]([O:12][CH2:13][CH3:14])=[O:11]>CO>[NH:3]1[C:2]2[NH:1][C:9]([C:10]([O:12][CH2:13][CH3:14])=[O:11])=[CH:8][C:6]=2[CH:5]=[N:4]1. Procedure details: 3-Aminopyrazole (1.203 mmol, 0.1 g), ethyl bromopyruvate (1.504 mmol, 0.293 g) and methanol were added into a flask and refluxed for 1.5 h. The solvent was evaporated and the residue was dissolved in DCM and washed with Na2HCO3. The organic phase was dried, filtered and evaporated. 0.238 g of the title compound was obtained. 1H-NMR (400 MHz, DMSO-d6): δ 1.30 (t, 3H), 4.26 (q, 2H), 6.76 (d, 1H), 7.68 (s, 1H). Starting materials: O=C1N(CCC2=C1C=CS2)CCC2CCN(CC2)C(=O)OC(C)(C)C (4-Oxo-5-[2-(N-BOC-4-Piperidinyl)ethyl]-4,5,6,7-tetrahydrothieno[3,2-c]pyridine), [Li]CCCC (n-BuLi), OS(=O)(=O)[O-].[K+] (KHSO4), CCOCC.C(=O)=O (Et2O CO2). The solvent is C1CCOC1 (THF), O (H2O). Run at time 30 minute. The product is C(=O)(O)C1=CC=2C(N(CCC2S1)CCC1CCN(CC1)C(=O)OC(C)(C)C)=O (2-Carboxy-4-Oxo-5-[2-(N-BOC-4-Piperidinyl)ethyl]-4,5,6,7-tetrahydrothieno[3,2-c]pyridine). RXN SMILES: [O:1]=[C:2]1[C:7]2[CH:8]=[CH:9][S:10][C:6]=2[CH2:5][CH2:4][N:3]1[CH2:11][CH2:12][CH:13]1[CH2:18][CH2:17][N:16]([C:19]([O:21][C:22]([CH3:25])([CH3:24])[CH3:23])=[O:20])[CH2:15][CH2:14]1.[Li]CCCC.CCOCC.[C:36](=[O:38])=[O:37].OS([O-])(=O)=O.[K+]>C1COCC1.O>[C:36]([C:9]1[S:10][C:6]2[CH2:5][CH2:4][N:3]([CH2:11][CH2:12][CH:13]3[CH2:18][CH2:17][N:16]([C:19]([O:21][C:22]([CH3:25])([CH3:24])[CH3:23])=[O:20])[CH2:15][CH2:14]3)[C:2](=[O:1])[C:7]=2[CH:8]=1)([OH:38])=[O:37] |f:2.3,4.5|. Procedure details: A solution of 2-4 (3.65 g, 0.01 moles) in THF (100 ml) was treated at -78° with n-BuLi (in hexane) and stirring was continued for 30 minutes. This was then poured into a slurry of Et2O/CO2 and this was stirred for 0.5 hours. A solution of 10% KHSO4 was added, and after stirring for 10 minutes, the reaction mixture was diluted with H2O. The organic phase was separated, washed with H2O, brine, dried (Na2SO4) and concentrated. The residue was purified by flash chromatography on silica gel eluting w... Starting materials: CCOC(=O)N1CCNCC1, CCCCO, Cc1nc(Cl)c2c(n1)NC(=O)CO2, O=C=O. The product is CCOC(=O)N1CCN(c2nc(C)nc3c2OCC(=O)N3)CC1. Reaction SMILES: [CH2:14]([CH3:15])[O:16][C:17](=[O:18])[N:19]1[CH2:20][CH2:21][NH:22][CH2:23][CH2:24]1.[CH2:28]([OH:29])[CH2:30][CH2:31][CH3:32].[Cl:1][c:2]1[n:3][c:4]([CH3:13])[n:5][c:6]2[c:7]1[O:8][CH2:9][C:10](=[O:12])[NH:11]2.[O:25]=[C:26]=[O:27]>>[c:2]1([N:22]2[CH2:21][CH2:20][N:19]([C:17]([O:16][CH2:14][CH3:15])=[O:18])[CH2:24][CH2:23]2)[n:3][c:4]([CH3:13])[n:5][c:6]2[c:7]1[O:8][CH2:9][C:10](=[O:12])[NH:11]2.